Dataset: the Open Reaction Database (ORD), a public repository of structured organic reaction records. Task: describe an organic reaction: reactants, conditions, products, and yield Reactants: C(C(=O)Cl)(=O)Cl (oxalyl chloride), COC1=NC=C(C(=O)O)C=C1 (6-methoxynicotinic acid), FC(C(N)=NNC1=CC=C(C=C1)OC)(F)F (2,2,2-trifluoro-N′-(4-methoxyphenyl)ethanehydrazonamide), N1=CC=CC=C1 (pyridine). Run in ClCCl (dichloromethane), CN(C=O)C (dimethylformamide), O1CCOCC1 (dioxane), O1CCOCC1 (dioxane). Conditions: time 1.5 hour. Yields the product COC1=NC=C(C=C1)C1=NC(=NN1C1=CC=C(C=C1)OC)C(F)(F)F (2-methoxy-5-[1-(4-methoxyphenyl)-3-(trifluoromethyl)-1H-1,2,4-triazol-5-yl]pyridine). Isolated yield 12.8%. As a reaction SMILES: C(Cl)(=O)C(Cl)=O.[CH3:7][O:8][C:9]1[CH:17]=[CH:16][C:12]([C:13](O)=O)=[CH:11][N:10]=1.[F:18][C:19]([F:33])([F:32])[C:20](=[N:22][NH:23][C:24]1[CH:29]=[CH:28][C:27]([O:30][CH3:31])=[CH:26][CH:25]=1)[NH2:21].N1C=CC=CC=1>ClCCl.O1CCOCC1.CN(C)C=O>[CH3:7][O:8][C:9]1[CH:17]=[CH:16][C:12]([C:13]2[N:23]([C:24]3[CH:25]=[CH:26][C:27]([O:30][CH3:31])=[CH:28][CH:29]=3)[N:22]=[C:20]([C:19]([F:18])([F:32])[F:33])[N:21]=2)=[CH:11][N:10]=1. Procedure details: Under ice-cooling, oxalyl chloride (0.206 mL, 2.4 mmol) and then cat. dimethylformamide were added to a suspension of 6-methoxynicotinic acid (367 mg, 2.4 mmol) in 3 mL of dichloromethane. The mixture was stirred at room temperature for 1.5 hour. The solvent was removed under reduced pressure and the residue was azeotropped with dioxane. A solution of 2,2,2-trifluoro-N′-(4-methoxyphenyl)ethanehydrazonamide (466 mg, 2.0 mmol) and pyridine (0.194 mL, 2.4 mmol) in 5 mL of dioxane was added to a sus... Run at temperature 100 celsius, time 2 hour. As a reaction SMILES: CO[C:3](=[O:12])[C:4]1[CH:9]=[CH:8][CH:7]=[CH:6][C:5]=1[CH2:10]Br.[Cl:13][C:14]1[CH:19]=[CH:18][CH:17]=[CH:16][C:15]=1[CH2:20][CH2:21][CH2:22][NH2:23].C([O-])([O-])=O.[K+].[K+].C(OCC)(=O)C>C1(C)C=CC=CC=1.CCCCCC>[Cl:13][C:14]1[CH:19]=[CH:18][CH:17]=[CH:16][C:15]=1[CH2:20][CH2:21][CH2:22][N:23]1[CH2:10][C:5]2[C:4](=[CH:9][CH:8]=[CH:7][CH:6]=2)[C:3]1=[O:12] |f:2.3.4|. Isolated yield 53.2%. Yields the product ClC1=C(C=CC=C1)CCCN1C(C2=CC=CC=C2C1)=O (2-[3-(2-chloro-phenyl)-propyl]-2,3-dihydro-isoindol-1-one). Reported procedure: A mixture of 2-bromomethyl-benzoic acid methyl ester (0.115 g, 0.5 mmol), 3-(2-chloro-phenyl)-propylamine (0.102 g, 0.6 mmol), and K2CO3 (0.207 g, 1.5 mmol) in toluene (3 mL) was heated with stirring at 100° C. for 2 h. Workup and silica gel column chromatography using 30% ethyl acetate in hexane afforded 2-[3-(2-chloro-phenyl)-propyl]-2,3-dihydro-isoindol-1-one (0.076 g, 51%). 1H NMR (300 MHz, CDCl3): δ (ppm) 1.99 (m, 2H), 2.79 (t, 2H), 3.69 (t, 2H), 4.41 (s, 2H), 7.14-7.58 (m, 7H), 7.88 (d, 1H... Starting materials: C(C)(=O)OCC (ethyl acetate), COC(C1=C(C=CC=C1)CBr)=O (2-bromomethyl-benzoic acid methyl ester), ClC1=C(C=CC=C1)CCCN (3-(2-chloro-phenyl)-propylamine), C(=O)([O-])[O-].[K+].[K+] (K2CO3). The solvent is C1(=CC=CC=C1)C (toluene), CCCCCC (hexane). Starting materials: ClC1=C(C=C(C=C1)Cl)C1=NC(=C2N1C1=CC(=CC=C1N=C2C)F)C (1-(2,5-dichlorophenyl)-8-fluoro-3,4-dimethyl-imidazo[1,5-a]quinoxaline), FC1=C(C=CC(=C1)Cl)[N+](=O)[O-] (2-fluoro-4-chloronitrobenzene). Yields the product CC=1N=C(N2C1C(=NC1=CC=CC=C21)C)C2=C(C=CC=C2)C (3,4-Dimethyl-1-(2-methylphenyl)imidazo[1,5-a]quinoxaline). The yield is 62.0%. RXN SMILES: Cl[C:2]1[CH:7]=[CH:6][C:5](Cl)=[CH:4][C:3]=1[C:9]1[N:13]2[C:14]3[C:19]([N:20]=[C:21]([CH3:22])[C:12]2=[C:11]([CH3:24])[N:10]=1)=[CH:18][CH:17]=[C:16](F)[CH:15]=3.F[C:26]1C=C(Cl)C=CC=1[N+]([O-])=O>>[CH3:24][C:11]1[N:10]=[C:9]([C:3]2[CH:4]=[CH:5][CH:6]=[CH:7][C:2]=2[CH3:26])[N:13]2[C:14]3[C:19](=[CH:18][CH:17]=[CH:16][CH:15]=3)[N:20]=[C:21]([CH3:22])[C:12]=12. Procedure: 3,4-Dimethyl-1-(2-methylphenyl)imidazo[1,5-a]quinoxaline was synthesized in a manner similar to 1-(2,5-dichlorophenyl)-8-fluoro-3,4-dimethyl-imidazo[1,5-a]quinoxaline starting with 2-fluoro-4-chloronitrobenzene. A white solid was recovered (0.07 g) 62% yield. MS (ES) m/z 288.1 [M+1]+ The reactants are COC(=O)C1=C(C=C(CC1(C)C)OCC)C (2,6,6-trimethyl-4-ethoxy-1,3-cyclohexadien-1-carboxylic acid methyl ester), [H-].[Al+3].[Li+].[H-].[H-].[H-] (lithium aluminum hydride). The solvent is C(C)OCC (diethyl ether). Conditions: time 4 hour. Yields the product CC1=C(C(CC(=C1)OCC)(C)C)CO (2,6,6-trimethyl-4-ethoxy-1,3-cyclohexadien-1-methanol). Reaction SMILES: C[O:2][C:3]([C:5]1[C:10]([CH3:12])([CH3:11])[CH2:9][C:8]([O:13][CH2:14][CH3:15])=[CH:7][C:6]=1[CH3:16])=O.[H-].[Al+3].[Li+].[H-].[H-].[H-]>C(OCC)C>[CH3:16][C:6]1[CH:7]=[C:8]([O:13][CH2:14][CH3:15])[CH2:9][C:10]([CH3:12])([CH3:11])[C:5]=1[CH2:3][OH:2] |f:1.2.3.4.5.6|. Procedure details: 250 g. of crude 2,6,6-trimethyl-4-ethoxy-1,3-cyclohexadien-1-carboxylic acid methyl ester, prepared in Example 3, was added over a 1-hour period to a suspension of 50 g. of lithium aluminum hydride in 1 l. of diethyl ether at a temperature of 10°-15°. Stirring of the reaction mixture at this temperature was continued for an additional 4 hours. The reaction mixture after this period was quenched by slow addition of 250 ml. of water while the temperature was kept below 15°. The inorganic material ... Reactants: Cl, O=C(O)c1cc(F)c(F)cc1[N+](=O)[O-], [K+], [OH-], O. Yields the product O=C(O)c1cc(O)c(F)cc1[N+](=O)[O-]. As a reaction SMILES: [ClH:17].[F:1][c:2]1[cH:3][c:4]([N+:12](=[O:13])[O-:14])[c:5]([C:6](=[O:7])[OH:8])[cH:9][c:10]1[F:11].[K+:16].[OH-:15].[OH2:18]>>[F:1][c:2]1[cH:3][c:4]([N+:12](=[O:13])[O-:14])[c:5]([C:6](=[O:7])[OH:8])[cH:9][c:10]1[OH:15]. The reactants are C(C)(C)(C)OC(=O)NCC1CCN(CC1)CCCOC1=C(C=C2C(=NC=NC2=C1)NC(=O)NC1=C(C=CC=C1CC)CC)OC (1-{7-[3-(4-tert-butoxycarbonylaminomethylpiperidin-1-yl)propoxy]-6-methoxyquinazolin-4-yl}-3-(2,6-diethylphenyl)urea), FC(C(=O)O)(F)F (trifluoroacetic acid). Yields the product NCC1CCN(CC1)CCCOC1=C(C=C2C(=NC=NC2=C1)NC(=O)NC1=C(C=CC=C1C)C)OC (1-{7-[3-(4-aminomethylpiperidin-1-yl)propoxy]-6-methoxyquinazolin-4-yl}-3-(2,6-dimethylphenyl)urea). As a reaction SMILES: C(OC([NH:8][CH2:9][CH:10]1[CH2:15][CH2:14][N:13]([CH2:16][CH2:17][CH2:18][O:19][C:20]2[CH:29]=[C:28]3[C:23]([C:24]([NH:30][C:31]([NH:33][C:34]4[C:39]([CH2:40]C)=[CH:38][CH:37]=[CH:36][C:35]=4[CH2:42]C)=[O:32])=[N:25][CH:26]=[N:27]3)=[CH:22][C:21]=2[O:44][CH3:45])[CH2:12][CH2:11]1)=O)(C)(C)C.FC(F)(F)C(O)=O>>[NH2:8][CH2:9][CH:10]1[CH2:15][CH2:14][N:13]([CH2:16][CH2:17][CH2:18][O:19][C:20]2[CH:29]=[C:28]3[C:23]([C:24]([NH:30][C:31]([NH:33][C:34]4[C:35]([CH3:42])=[CH:36][CH:37]=[CH:38][C:39]=4[CH3:40])=[O:32])=[N:25][CH:26]=[N:27]3)=[CH:22][C:21]=2[O:44][CH3:45])[CH2:12][CH2:11]1. Procedure: Using an analogous procedure to that described in Example 21, 1-{7-[3-(4-tert-butoxycarbonylaminomethylpiperidin-1-yl)propoxy]-6-methoxyquinazolin-4-yl}-3-(2,6-diethylphenyl)urea was reacted with trifluoroacetic acid to give the title compound; NMR Spectrum: (DMSOd6) 1.0-2.0 (m, 9H), 2.23 (s, 6H), 2.4 (m, 2H), 2.7-2.9 (m, 4H), 3.1-3.5 (partially obscured by a water signal), 3.93 (s, 3H), 4.18 (t, 2H), 6.9-7.15 (m, 4H), 7.23 (s, 1H), 8.03 (s, 1H), 8.62 (s, 1H), 11.7 (s, 1H); Mass Spectrum: M+H+ 4... Starting materials: C(=O)([O-])[O-].[K+].[K+] (K2CO3), FC1(CC(C1)C1=NC(=NO1)C=1C=CC(=C(C1)NC(=O)C1=CN=C2N1C=C(C=C2)CO)C)F (N-(5-(5-(3,3-difluorocyclobutyl)-1,2,4-oxadiazol-3-yl)-2-methylphenyl)-6-(hydroxymethyl)imidazo[1,2-a]pyridine-3-carboxamide), CCN(C(C)C)C(C)C (DIEA), CS(=O)(=O)Cl (MsCl), FCCO (2-fluoroethanol). Conditions: time 15 minute. Product: FC1(CC(C1)C1=NC(=NO1)C=1C=CC(=C(C1)NC(=O)C1=CN=C2N1C=C(C=C2)COCCF)C)F (N-(5-(5-(3,3-difluorocyclobutyl)-1,2,4-oxadiazol-3-yl)-2-methylphenyl)-6-((2-fluoroethoxy)methyl)imidazo[1,2-a]pyridine-3-carboxamide). Procedure: N-(5-(5-(3,3-difluorocyclobutyl)-1,2,4-oxadiazol-3-yl)-2-methylphenyl)-6-(hydroxymethyl)imidazo[1,2-a]pyridine-3-carboxamide (F159) (95 mg, 0.216 mmol) was dissolved in DCM (1 mL) and DIEA (0.65 mmol). MsCl (0.65 mmol) was added dropwise and the resulting mixture was stirred for 15 minutes at room temperature. The reaction mixture was subjected to aqueous workup, extracted with DCM (2 mL), dried over Na2SO4 and concentrated to give a crude which was dissolved in 0.8 mL of 2-fluoroethanol followe... Run in C(Cl)Cl (DCM). RXN SMILES: [F:1][C:2]1([F:32])[CH2:5][CH:4]([C:6]2[O:10][N:9]=[C:8]([C:11]3[CH:12]=[CH:13][C:14]([CH3:31])=[C:15]([NH:17][C:18]([C:20]4[N:24]5[CH:25]=[C:26]([CH2:29][OH:30])[CH:27]=[CH:28][C:23]5=[N:22][CH:21]=4)=[O:19])[CH:16]=3)[N:7]=2)[CH2:3]1.CCN(C(C)C)C(C)C.CS(Cl)(=O)=O.C([O-])([O-])=O.[K+].[K+].[F:53][CH2:54][CH2:55]O>C(Cl)Cl>[F:32][C:2]1([F:1])[CH2:5][CH:4]([C:6]2[O:10][N:9]=[C:8]([C:11]3[CH:12]=[CH:13][C:14]([CH3:31])=[C:15]([NH:17][C:18]([C:20]4[N:24]5[CH:25]=[C:26]([CH2:29][O:30][CH2:55][CH2:54][F:53])[CH:27]=[CH:28][C:23]5=[N:22][CH:21]=4)=[O:19])[CH:16]=3)[N:7]=2)[CH2:3]1 |f:3.4.5|. Starting materials: COCCCN1CCOc2ccc(COC3CN(C(=O)OCc4ccccc4)C(CC(=O)O)CC3c3ccc(OC)cc3)cc21, CNCc1c[nH]c2ccccc12. The product is COCCCN1CCOc2ccc(COC3CN(C(=O)OCc4ccccc4)C(CC(=O)N(C)Cc4c[nH]c5ccccc45)CC3c3ccc(OC)cc3)cc21. As a reaction SMILES: [CH2:1]([c:2]1[cH:3][cH:4][cH:5][cH:6][cH:7]1)[O:8][C:9](=[O:10])[N:11]1[CH:12]([CH2:42][C:43](=[O:44])[OH:45])[CH2:13][CH:14]([c:34]2[cH:35][cH:36][c:37]([O:40][CH3:41])[cH:38][cH:39]2)[CH:15]([O:17][CH2:18][c:19]2[cH:20][cH:21][c:22]3[c:23]([cH:33]2)[N:24]([CH2:28][CH2:29][CH2:30][O:31][CH3:32])[CH2:25][CH2:26][O:27]3)[CH2:16]1.[nH:46]1[cH:47][c:48]([CH2:55][NH:56][CH3:57])[c:49]2[cH:50][cH:51][cH:52][cH:53][c:54]12>>[CH2:1]([c:2]1[cH:3][cH:4][cH:5][cH:6][cH:7]1)[O:8][C:9](=[O:10])[N:11]1[CH:12]([CH2:42][C:43](=[O:44])[N:56]([CH2:55][c:48]2[cH:47][nH:46][c:54]3[c:49]2[cH:50][cH:51][cH:52][cH:53]3)[CH3:57])[CH2:13][CH:14]([c:34]2[cH:35][cH:36][c:37]([O:40][CH3:41])[cH:38][cH:39]2)[CH:15]([O:17][CH2:18][c:19]2[cH:20][cH:21][c:22]3[c:23]([cH:33]2)[N:24]([CH2:28][CH2:29][CH2:30][O:31][CH3:32])[CH2:25][CH2:26][O:27]3)[CH2:16]1. The reactants are CC([C@@](N)(C)C(=O)O)C (3-methyl-D-isovaline), FC1=CC=C(C=C1)N1[C@@H]([C@H](C1=O)SCC(=O)C1=CC=C(C=C1)F)C1=CC=C(OCC(=O)NCC(=O)O)C=C1 (N-{[4-((2R,3R)-1-(4-Fluorophenyl)-3-{[2-(4-fluorophenyl)-2-oxoethyl]thio}-4-oxoazetidin-2-yl)phenoxy]acetyl}glycine), CN1CCOCC1 (N-Methyl morpholine), CN(C)C(=[N+](C)C)ON1C2=C(C=CC=C2)N=N1.[B-](F)(F)(F)F (TBTU), [BH4-].[Na+] (NaBH4). Solvent: O (water), CN(C)C=O (DMF), CO (MeOH). Conditions: time 1 hour. The product is FC1=CC=C(C=C1)N1[C@@H]([C@H](C1=O)SCC(O)C1=CC=C(C=C1)F)C1=CC=C(OCC(=O)NCC(=O)N[C@](C(C)C)(C)C(=O)O)C=C1 (N-{[4-((2R,3R)-1-(4-fluorophenyl)-3-{[2-(4-fluorophenyl)-2-hydroxyethyl]thio}-4-oxoazetidin-2-yl)phenoxy]acetyl}glycyl-3-methyl-D-isovaline). As a reaction SMILES: [F:1][C:2]1[CH:7]=[CH:6][C:5]([N:8]2[C:11](=[O:12])[C@H:10]([S:13][CH2:14][C:15]([C:17]3[CH:22]=[CH:21][C:20]([F:23])=[CH:19][CH:18]=3)=[O:16])[C@H:9]2[C:24]2[CH:38]=[CH:37][C:27]([O:28][CH2:29][C:30]([NH:32][CH2:33][C:34](O)=[O:35])=[O:31])=[CH:26][CH:25]=2)=[CH:4][CH:3]=1.CN1CCOCC1.CN(C(ON1N=NC2C=CC=CC1=2)=[N+](C)C)C.[B-](F)(F)(F)F.[CH3:68][CH:69]([CH3:76])[C@:70]([C:73]([OH:75])=[O:74])([CH3:72])[NH2:71].[BH4-].[Na+]>CN(C=O)C.CO.O>[F:1][C:2]1[CH:3]=[CH:4][C:5]([N:8]2[C:11](=[O:12])[C@H:10]([S:13][CH2:14][CH:15]([C:17]3[CH:18]=[CH:19][C:20]([F:23])=[CH:21][CH:22]=3)[OH:16])[C@H:9]2[C:24]2[CH:25]=[CH:26][C:27]([O:28][CH2:29][C:30]([NH:32][CH2:33][C:34]([NH:71][C@@:70]([C:73]([OH:75])=[O:74])([CH3:72])[CH:69]([CH3:76])[CH3:68])=[O:35])=[O:31])=[CH:37][CH:38]=2)=[CH:6][CH:7]=1 |f:2.3,5.6|. Procedure: N-{[4-((2R,3R)-1-(4-Fluorophenyl)-3-{[2-(4-fluorophenyl)-2-oxoethyl]thio}-4-oxoazetidin-2-yl)phenoxy]acetyl}glycine (0.035 g, 0.065 mmol) was dissolved in DMF (2 ml) at 30° C. N-Methyl morpholine (0.026 g, 0.259 mmol) and TBTU (0.027 g, 0.084 mmol) were added. After 1 h, 3-methyl-D-isovaline (0.013 g, 0.097 mmol) was added. The mixture was stirred for 2 h and water (1 ml) was added. After 10 minutes, MeOH (2 ml) and NaBH4 (0.037 g, 0.971 mmol) were added. Full conversion to the corresponding alc...